Dataset: the Open Reaction Database (ORD), a public repository of structured organic reaction records. Task: describe an organic reaction: reactants, conditions, products, and yield Starting materials: [N+](=O)([O-])C1=C(C=[N+](C=C1)[O-])F (4-nitro-3-fluoropyridine N-oxide), NC=1C=C2C(=C(NC2=C(C1)Cl)C)C (5-amino-7-chloro-2,3-dimethylindole), C(C)O (ethanol). Conditions: temperature 50 celsius, time 30 minute. Yields the product [N+](=O)([O-])C1=C(C=NC=C1)[NH+](C=1C=C2C(=C(NC2=C(C1)Cl)C)C)[O-] (N-(4-nitro-3-pyridinyl)-7-chloro-2,3-dimethyl-1H-indol-5-amine N5 -oxide). Reaction SMILES: [N+:1]([C:4]1[CH:9]=[CH:8][N+:7]([O-])=[CH:6][C:5]=1F)([O-:3])=[O:2].[NH2:12][C:13]1[CH:14]=[C:15]2[C:19](=[C:20]([Cl:22])[CH:21]=1)[NH:18][C:17]([CH3:23])=[C:16]2[CH3:24].C([OH:27])C>>[N+:1]([C:4]1[CH:9]=[CH:8][N:7]=[CH:6][C:5]=1[NH+:12]([O-:27])[C:13]1[CH:14]=[C:15]2[C:19](=[C:20]([Cl:22])[CH:21]=1)[NH:18][C:17]([CH3:23])=[C:16]2[CH3:24])([O-:3])=[O:2]. Procedure: A mixture of 4-nitro-3-fluoropyridine N-oxide (1.2 g) and 5-amino-7-chloro-2,3-dimethylindole (1.4 g) in thoroughly degassed absolute ethanol was stirred at 50° C. for 30 minutes and thereafter cooled slowly to 0° C. The precipitate was collected and air-dried to give 2.37 g of N-(4-nitro-3-pyridinyl)-7-chloro-2,3-dimethyl-1H-indol-5-amine N5 -oxide as a powder.